This data is from the Open Reaction Database (ORD), a public repository of structured organic reaction records. The task is: describe an organic reaction: reactants, conditions, products, and yield Procedure: A solution of N-(2-ethoxymethyl-1H-imidazo[4,5-c]quinolin-1-yl)(1-ethylpropyl)amine (1.01 g, 3.23 mmol) in 30 mL of CH2Cl2 was treated with MCPBA (1.04 g, 4.20 mmol, 77% max). After 1.5 h the reaction mixture was treated with 15 mL of concentrated NH4OH solution and p-toluenesulfonyl chloride (0.65 g, 3.39 mmol). After 30 min, the reaction mixture was diluted with CH2Cl2 and water and the phases were separated. The organic portion was washed with 2% Na2CO3 solution and water. The combined aqueou... Conditions: time 30 minute. Starting materials: C(C)OCC=1N(C2=C(C=NC=3C=CC=CC23)N1)NC(CC)CC (N-(2-ethoxymethyl-1H-imidazo[4,5-c]quinolin-1-yl)(1-ethylpropyl)amine), C1=CC(=CC(=C1)Cl)C(=O)OO (MCPBA), [NH4+].[OH-] (NH4OH), C1(=CC=C(C=C1)S(=O)(=O)Cl)C (p-toluenesulfonyl chloride). The product is C(C)OCC=1N(C2=C(C(=NC=3C=CC=CC23)N)N1)NC(CC)CC (2-ethoxymethyl-N1-(1-ethylpropyl)-1H-imidazo[4,5-c]quinoline-1,4-diamine). Reaction SMILES: [CH2:1]([O:3][CH2:4][C:5]1[N:6]([NH:18][CH:19]([CH2:22][CH3:23])[CH2:20][CH3:21])[C:7]2[C:16]3[CH:15]=[CH:14][CH:13]=[CH:12][C:11]=3[N:10]=[CH:9][C:8]=2[N:17]=1)[CH3:2].C1C=C(Cl)C=C(C(OO)=O)C=1.[NH4+:35].[OH-].C1(C)C=CC(S(Cl)(=O)=O)=CC=1>C(Cl)Cl.O.CO.C(Cl)(Cl)Cl>[CH2:1]([O:3][CH2:4][C:5]1[N:6]([NH:18][CH:19]([CH2:20][CH3:21])[CH2:22][CH3:23])[C:7]2[C:16]3[CH:15]=[CH:14][CH:13]=[CH:12][C:11]=3[N:10]=[C:9]([NH2:35])[C:8]=2[N:17]=1)[CH3:2] |f:2.3|. Run in C(Cl)Cl (CH2Cl2), CO (MeOH), C(Cl)(Cl)Cl (CHCl3), C(Cl)Cl (CH2Cl2), O (water). Reactants: ClC=1C=C(C=CC1)[C@H](OCCNC(OC)=O)[C@H]1CNCCC1 (methyl 2-((R)-(3-chlorophenyl)((R)-piperidin-3-yl)methoxy)ethylcarbamate), CCN(C(C)C)C(C)C (DIEA), C(CCC)NC(C[C@@H]([C@H](CC1CCCCC1)NC(OC1=CC=C(C=C1)[N+](=O)[O-])=O)O[Si](C)(C)C(C)(C)C)=O (4-nitrophenyl (2S,3S)-5-(butylamino)-3-(tert-butyldimethylsilyloxy)-1-cyclohexyl-5-oxopentan-2-ylcarbamate). Run in CCOCC (ether), C(Cl)Cl (CH2Cl2). Run at time 3 hour. Yields the product C(CCC)NC(C[C@@H]([C@H](CC1CCCCC1)NC(=O)N1C[C@@H](CCC1)[C@@H](OCCNC(OC)=O)C1=CC(=CC=C1)Cl)O)=O (Methyl 2-((R)-((R)-1-((2S,3S)-5-(butylamino)-1-cyclohexyl-3-hydroxy-5-oxopentan-2-ylcarbamoyl)piperidin-3-yl)(3-chlorophenyl)methoxy)ethylcarbamate). Yield: 68.8%. RXN SMILES: [Cl:1][C:2]1[CH:3]=[C:4]([C@@H:8]([C@@H:17]2[CH2:22][CH2:21][CH2:20][NH:19][CH2:18]2)[O:9][CH2:10][CH2:11][NH:12][C:13](=[O:16])[O:14][CH3:15])[CH:5]=[CH:6][CH:7]=1.CCN(C(C)C)C(C)C.[CH2:32]([NH:36][C:37](=[O:69])[CH2:38][C@H:39]([O:61][Si](C(C)(C)C)(C)C)[C@@H:40]([NH:48][C:49](=O)[O:50]C1C=CC([N+]([O-])=O)=CC=1)[CH2:41][CH:42]1[CH2:47][CH2:46][CH2:45][CH2:44][CH2:43]1)[CH2:33][CH2:34][CH3:35]>C(Cl)Cl.CCOCC>[CH2:32]([NH:36][C:37](=[O:69])[CH2:38][C@H:39]([OH:61])[C@@H:40]([NH:48][C:49]([N:19]1[CH2:20][CH2:21][CH2:22][C@@H:17]([C@H:8]([C:4]2[CH:5]=[CH:6][CH:7]=[C:2]([Cl:1])[CH:3]=2)[O:9][CH2:10][CH2:11][NH:12][C:13](=[O:16])[O:14][CH3:15])[CH2:18]1)=[O:50])[CH2:41][CH:42]1[CH2:47][CH2:46][CH2:45][CH2:44][CH2:43]1)[CH2:33][CH2:34][CH3:35]. Reported procedure: A solution of methyl 2-((R)-(3-chlorophenyl)((R)-piperidin-3-yl)methoxy)ethylcarbamate (40 mg, 0.12 mmol) and DIEA (0.10 mL, 0.55 mmol) in CH2Cl2 (1 mL) was added to 4-nitrophenyl (2S,3S)-5-(butylamino)-3-(tert-butyldimethylsilyloxy)-1-cyclohexyl-5-oxopentan-2-ylcarbamate (39 mg, 0.07 mmol). The mixture was stirred at rt for 3 h, diluted with ether (100 mL), washed with 5% aq HCl (20 mL) and 1 M aq NaOH (20 mL) and dried over MgSO4. Removal of the solvent left an oil (43 mg) which was dissolved ... Reactants: C(O)([O-])=O.[Na+] (sodium hydrogencarbonate), Cl.N=C1SC(=CN1C1=CC(=CC=C1)C(F)(F)F)C (2-imino-3-(3-trifluoromethylphenyl)-5-methylthiazoline hydrochloride), N1CCOCC1 (morpholine), FC(=C(F)F)F (tetrafluoroethylene). Run in CN(C=O)C (N,N-dimethylformamide). Run at temperature 60 celsius, time 2 hour. Product: FC(C(=O)N=C1SC(=CN1C1=CC(=CC=C1)C(F)(F)F)C)F (2-difluoroacetylimino-3-(3-trifluoromethylphenyl)-5-methylthiazoline). Isolated yield 87.0%. RXN SMILES: Cl.[NH:2]=[C:3]1[N:7]([C:8]2[CH:13]=[CH:12][CH:11]=[C:10]([C:14]([F:17])([F:16])[F:15])[CH:9]=2)[CH:6]=[C:5]([CH3:18])[S:4]1.N1CC[O:22]CC1.[F:25][C:26]([F:30])=[C:27](F)F.C(=O)([O-])O.[Na+]>CN(C)C=O>[F:25][CH:26]([F:30])[C:27]([N:2]=[C:3]1[N:7]([C:8]2[CH:13]=[CH:12][CH:11]=[C:10]([C:14]([F:17])([F:15])[F:16])[CH:9]=2)[CH:6]=[C:5]([CH3:18])[S:4]1)=[O:22] |f:0.1,4.5|. Procedure: A solution of 2-imino-3-(3-trifluoromethylphenyl)-5-methylthiazoline hydrochloride (1.47 g, 5.0 mmol) and morpholine (1.57 g, 18.0 mmol) in N,N-dimethylformamide (10 ml) charged in a reaction flask was reacted with tetrafluoroethylene, which was made to flow intothe flask (ca. 0.7 liter/hr), with vigorous stirring at 60° C. for 2 hours. After cooling to an ambient temperature, the reaction mixture was poured into saturated aqueous sodium hydrogencarbonate solution (100 ml), and extracted twice w... Starting materials: CC1=C(C(CCC1)(C)C)CCC(C)=O (4-(2,6,6-trimethyl-cyclohex-1-enyl)-butan-2-one), C(C)(=O)O.C(=N)N (formamidine acetate). The solvent is C(CCC)O (butanol). Conditions: temperature 130 celsius, time 24 hour. Product: CC1=C(C(CCC1)(C)C)CCC1=NC=NC=C1 (4-[2-(2,6,6-trimethyl-cyclohex-1-enyl)-ethyl]-pyrimidine). Reaction SMILES: [CH3:1][C:2]1[CH2:7][CH2:6][CH2:5][C:4]([CH3:9])([CH3:8])[C:3]=1[CH2:10][CH2:11][C:12](=O)[CH3:13].[C:15](O)(=O)C.[CH:19]([NH2:21])=[NH:20]>C(O)CCC>[CH3:1][C:2]1[CH2:7][CH2:6][CH2:5][C:4]([CH3:9])([CH3:8])[C:3]=1[CH2:10][CH2:11][C:12]1[CH:13]=[CH:15][N:21]=[CH:19][N:20]=1 |f:1.2|. Procedure details: A 100 mL reaction flask is charged with 4-(2,6,6-trimethyl-cyclohex-1-enyl)-butan-2-one (10 g, 0.05 mol, commercially available at IFF), formamidine acetate (26 g, 0.3 mol), and butanol (50 mL). The reaction mixture is heated to 130° C. and stirred for 24 hours. The crude mass is washed once with aqueous sulfuric acid (10%, 100 mL) followed by twice with brine (30 mL). Butanol is recovered by roto-evaporation. The crude product is further purified with liquid chromatography (Biotage® system) and... Reactants: C(C)OC(=O)C=1C(=C2C(=C(N1)C1=CC=C(C=C1)F)SN=C2C2=CC=CC=C2)O (7-(4-fluoro-phenyl)-4-hydroxy-3-phenyl-isothiazolo[5,4-c]pyridine-5-carboxylic acid ethyl ester), NCC(=O)O (glycine), C[O-].[Na+] (NaOMe). The product is FC1=CC=C(C=C1)C=1N=C(C(=C2C1SN=C2C2=CC=CC=C2)O)C(=O)NCC(=O)O ({[7-(4-Fluoro-phenyl)-4-hydroxy-3-phenyl-isothiazolo[5,4-c]pyridine-5-carbonyl]-amino}-acetic acid). Isolated yield 67.5%. RXN SMILES: C(O[C:4]([C:6]1[C:7]([OH:28])=[C:8]2[C:21]([C:22]3[CH:27]=[CH:26][CH:25]=[CH:24][CH:23]=3)=[N:20][S:19][C:9]2=[C:10]([C:12]2[CH:17]=[CH:16][C:15]([F:18])=[CH:14][CH:13]=2)[N:11]=1)=[O:5])C.[NH2:29][CH2:30][C:31]([OH:33])=[O:32].C[O-].[Na+]>>[F:18][C:15]1[CH:14]=[CH:13][C:12]([C:10]2[N:11]=[C:6]([C:4]([NH:29][CH2:30][C:31]([OH:33])=[O:32])=[O:5])[C:7]([OH:28])=[C:8]3[C:21]([C:22]4[CH:27]=[CH:26][CH:25]=[CH:24][CH:23]=4)=[N:20][S:19][C:9]=23)=[CH:17][CH:16]=1 |f:2.3|. Procedure: A mixture of 7-(4-fluoro-phenyl)-4-hydroxy-3-phenyl-isothiazolo[5,4-c]pyridine-5-carboxylic acid ethyl ester (69 mg, 0.175 mmol), glycine (394 mg, 5.25 mmol), and NaOMe (8.75 mL, 4.37 mmol, 0.5 M solution in MeOH) was refluxed for 24 h. After the mixture was cooled to r. t. it was concentrated in vacuo. The residue was dissolved in water (25 mL) and washed with CH2Cl2 (2×15 mL). The aqueous solution was then acidified by addition of aqueous 1N HCl solution. The resulting precipitate was sucked o...